Dataset: the Open Reaction Database (ORD), a public repository of structured organic reaction records. Task: describe an organic reaction: reactants, conditions, products, and yield The reactants are O (Water), C(C)OC(C1=C(N=C(C(=C1)Br)OCC1CC1)C(F)(F)F)=O (5-Bromo-6-cyclopropylmethoxy-2-trifluoromethyl-nicotinic acid ethyl ester), ClC1=CC=C(C=C1)B(O)O (4-chlorophenylboronic acid), C([O-])([O-])=O.[Na+].[Na+] (sodium carbonate). The reagents and catalysts are C1=CC=C(C=C1)P([C-]2C=CC=C2)C3=CC=CC=C3.C1=CC=C(C=C1)P([C-]2C=CC=C2)C3=CC=CC=C3.Cl[Pd]Cl.[Fe+2].C(Cl)Cl ([1,1′-bis(diphenylphosphino)ferrocene]dichloropalladium(II) CH2Cl2). Run in O1CCOCC1 (dioxane). Run at temperature 80 celsius. Yields the product C(C)OC(C1=C(N=C(C(=C1)C1=CC=C(C=C1)Cl)OCC1CC1)C(F)(F)F)=O (5-(4-Chloro-phenyl)-6-cyclopropylmethoxy-2-trifluoromethyl-nicotinic Acid Ethyl Ester). The yield is 114.3%. RXN SMILES: [CH2:1]([O:3][C:4](=[O:21])[C:5]1[CH:10]=[C:9](Br)[C:8]([O:12][CH2:13][CH:14]2[CH2:16][CH2:15]2)=[N:7][C:6]=1[C:17]([F:20])([F:19])[F:18])[CH3:2].[Cl:22][C:23]1[CH:28]=[CH:27][C:26](B(O)O)=[CH:25][CH:24]=1.C(=O)([O-])[O-].[Na+].[Na+].O>O1CCOCC1.C1C=CC(P(C2C=CC=CC=2)[C-]2C=CC=C2)=CC=1.C1C=CC(P(C2C=CC=CC=2)[C-]2C=CC=C2)=CC=1.Cl[Pd]Cl.[Fe+2].C(Cl)Cl>[CH2:1]([O:3][C:4](=[O:21])[C:5]1[CH:10]=[C:9]([C:26]2[CH:27]=[CH:28][C:23]([Cl:22])=[CH:24][CH:25]=2)[C:8]([O:12][CH2:13][CH:14]2[CH2:16][CH2:15]2)=[N:7][C:6]=1[C:17]([F:20])([F:19])[F:18])[CH3:2] |f:2.3.4,7.8.9.10.11|. Procedure details: 5-Bromo-6-cyclopropylmethoxy-2-trifluoromethyl-nicotinic acid ethyl ester (0.3 g, 0.81 mmol) was dissolved in dioxane (1.6 mL). To this solution was added with stirring [1,1′-bis(diphenylphosphino)ferrocene]dichloropalladium(II) CH2Cl2 (33 mg, 0.04 mmol), 4-chlorophenylboronic acid (197 mg, 1.2 mmol) and sodium carbonate solution (2M, 1.2 mL). This mixture was heated to 80° C. for 5 h and cooled to room temperature. Water (150 mL) was added, the phases were separated and the water mixture was ex... Starting materials: O=[N+]([O-])C=C1NCCN1Cc1ccc(Br)nc1, Cc1ccccc1, [H-], [Na+], [Na], OCC(F)(F)F. Yields the product O=[N+]([O-])C=C1NCCN1Cc1ccc(OCC(F)(F)F)nc1. As a reaction SMILES: [Br:10][c:11]1[n:12][cH:13][c:14]([CH2:17][N:18]2[C:19](=[CH:23][N+:24](=[O:25])[O-:26])[NH:20][CH2:21][CH2:22]2)[cH:15][cH:16]1.[CH3:27][c:28]1[cH:29][cH:30][cH:31][cH:32][cH:33]1.[H-:7].[Na+:8].[Na:9].[OH:1][CH2:2][C:3]([F:4])([F:5])[F:6]>>[O:1]([CH2:2][C:3]([F:4])([F:5])[F:6])[c:11]1[n:12][cH:13][c:14]([CH2:17][N:18]2[C:19](=[CH:23][N+:24](=[O:25])[O-:26])[NH:20][CH2:21][CH2:22]2)[cH:15][cH:16]1. Starting materials: C(C1=CC=CC=C1)O[C@@H]1[C@H]([C@@H](OCCCCCCCCC(=O)OC)O[C@@H]([C@H]1OC)CO)O[C@@H]1[C@H](OCC2=CC=CC=C2)[C@@H](OCC2=CC=CC=C2)[C@H](OCC2=CC=CC=C2)[C@H](O1)COCC1=CC=CC=C1 (8-Methoxycarbonyloctyl 3-O-benzyl4O-methyl-2-O-(2,3,4,6-tetra-O-benzyl-α-D-glucopyranosyl)-α-D-glucopyranoside), [C@H]1([C@H](O)[C@@H](O)[C@H](O)[C@H](O1)CO)O[C@H]1[C@@H](OCCCCCCCCC(=O)OC)O[C@@H]([C@H]([C@@H]1O)O)CO (8-Methoxycarbonyloctyl 2-O-(α-D-glucopyranosyl)-α-D-glucopyranoside). Yields the product CO[C@H]1[C@@H]([C@H]([C@@H](OCCCCCCCCC(=O)OC)O[C@@H]1CO)O[C@@H]1[C@H](O)[C@@H](O)[C@H](O)[C@H](O1)CO)O (8-Methoxycarbonyloctyl 4O-methyl-2-O-(α-D-glucopyranosyl)-α-D-glucopyranoside). Isolated yield 89.6%. As a reaction SMILES: C([O:8][C@H:9]1[C@H:27]([O:28][CH3:29])[C@@H:26]([CH2:30][OH:31])[O:25][C@H:11]([O:12][CH2:13][CH2:14][CH2:15][CH2:16][CH2:17][CH2:18][CH2:19][CH2:20][C:21]([O:23][CH3:24])=[O:22])[C@@H:10]1[O:32][C@H:33]1[O:62][C@H:61]([CH2:63][O:64]CC2C=CC=CC=2)[C@@H:52]([O:53]CC2C=CC=CC=2)[C@H:43]([O:44]CC2C=CC=CC=2)[C@H:34]1[O:35]CC1C=CC=CC=1)C1C=CC=CC=1.[C@H]1(O[C@@H]2[C@@H](O)[C@H](O)[C@@H](CO)O[C@@H]2OCCCCCCCCC(OC)=O)O[C@H](CO)[C@@H](O)[C@H](O)[C@H]1O>>[CH3:29][O:28][C@@H:27]1[C@@H:26]([CH2:30][OH:31])[O:25][C@H:11]([O:12][CH2:13][CH2:14][CH2:15][CH2:16][CH2:17][CH2:18][CH2:19][CH2:20][C:21]([O:23][CH3:24])=[O:22])[C@H:10]([O:32][C@H:33]2[O:62][C@H:61]([CH2:63][OH:64])[C@@H:52]([OH:53])[C@H:43]([OH:44])[C@H:34]2[OH:35])[C@H:9]1[OH:8]. Procedure: Compound 41 (52 mg, 0.053 mmol) was hydrogenated as described for the preparation of 44 to provide 61 (25 mg, 89.2%) as a white powder after lyophilization; ›α!D +115 (c 0.28, water); 1H-n.m.r. (D2O): δ 5.20(d, 1H, J1',2' 3.8 Hz, H-1'), 5.13(d, 1H, J1,2 3.8 Hz, H-1), 3.75, 3.46(s, 3H each, 2×OCH3) 2.39(t, 2H J 7.5 Hz, CH2COO). The reactants are [N+](=O)([O-])C1=C(NCC2CCN(CC2)C2=CC=NC=C2)C=CC=C1 (2-nitro-N-[1-(4-pyridyl)piperidin-4-yl-methyl]aniline). Reagents/catalysts: [Pd] (palladium on carbon). Solvent: C(C)O (ethanol). Reaction conditions: time 1 hour. Yields the product N1=CC=C(C=C1)N1CCC(CC1)CNC=1C(=CC=CC1)N (N1-[1-(4-pyridyl)piperidin-4-ylmethyl]-1,2-benzene-diamine). Isolated yield 100.1%. Reaction SMILES: [N+:1]([C:4]1[CH:23]=[CH:22][CH:21]=[CH:20][C:5]=1[NH:6][CH2:7][CH:8]1[CH2:13][CH2:12][N:11]([C:14]2[CH:19]=[CH:18][N:17]=[CH:16][CH:15]=2)[CH2:10][CH2:9]1)([O-])=O>[Pd].C(O)C>[N:17]1[CH:18]=[CH:19][C:14]([N:11]2[CH2:12][CH2:13][CH:8]([CH2:7][NH:6][C:5]3[C:4]([NH2:1])=[CH:23][CH:22]=[CH:21][CH:20]=3)[CH2:9][CH2:10]2)=[CH:15][CH:16]=1. Reported procedure: A mixture of 2-nitro-N-[1-(4-pyridyl)piperidin-4-yl-methyl]aniline (235 mg, 0.75 mmol) and 10% palladium on carbon (200 mg) in ethanol (4 mL) was placed under an atmosphere of hydrogen gas. After 1 h, the mixture was filtered through diatomaceous earth. The filtrate was concentrated yielding 212 mg of the title compound, which was used without further purification.